This data is from the Open Reaction Database (ORD), a public repository of structured organic reaction records. The task is: describe an organic reaction: reactants, conditions, products, and yield The reactants are CN, CO, CN, C[Si](C)(C)C#Cc1ccc(C=O)cc1, Cl, Cl. Product: CNCc1ccc(C#C[Si](C)(C)C)cc1. Reaction SMILES: [CH3:1][NH2:2].[CH3:21][OH:22].[CH3:4][NH2:5].[CH3:6][Si:7]([CH3:8])([CH3:9])[C:10]#[C:11][c:12]1[cH:13][cH:14][c:15]([CH:16]=[O:17])[cH:18][cH:19]1.[ClH:20].[ClH:3]>>[CH3:1][NH:2][CH2:16][c:15]1[cH:14][cH:13][c:12]([C:11]#[C:10][Si:7]([CH3:6])([CH3:8])[CH3:9])[cH:19][cH:18]1. The reactants are CC(CCC(CCC=CCC)O)O (Undec-8-ene-2,5-diol), OS(=O)(=O)[O-].[K+] (KHSO4). The product is C(CC=CCC)C1OC(CC1)C (2-(hex-3-enyl)-5-methyl-tetrahydro-furan). As a reaction SMILES: [CH3:1][CH:2]([OH:13])[CH2:3][CH2:4][CH:5](O)[CH2:6][CH2:7][CH:8]=[CH:9][CH2:10][CH3:11].OS([O-])(=O)=O.[K+]>>[CH2:6]([CH:5]1[CH2:4][CH2:3][CH:2]([CH3:1])[O:13]1)[CH2:7][CH:8]=[CH:9][CH2:10][CH3:11] |f:1.2|. Reported procedure: Undec-8-ene-2,5-diol (obtained as detailed above) was heated to 150° C. with KHSO4. The resulting mixture was distilled to provide the product 2-(hex-3-enyl)-5-methyl-tetrahydro-furan. Starting materials: C1CCOC1, CCO, Cl, CCOC(=O)c1cnn(CC2=Cc3c(F)cc(OCc4ccc(C(F)(F)F)cc4C(F)(F)F)cc3OC2)c1, [Na+], [OH-]. The product is O=C(O)c1cnn(CC2=Cc3c(F)cc(OCc4ccc(C(F)(F)F)cc4C(F)(F)F)cc3OC2)c1. As a reaction SMILES: [CH2:45]1[O:46][CH2:47][CH2:48][CH2:49]1.[CH3:42][CH2:43][OH:44].[ClH:41].[F:1][C:2]([c:3]1[c:4]([CH2:5][O:6][c:7]2[cH:8][c:9]([F:28])[c:10]3[c:15]([cH:16]2)[O:14][CH2:13][C:12]([CH2:17][n:18]2[n:19][cH:20][c:21]([C:23](=[O:24])[O:25][CH2:26][CH3:27])[cH:22]2)=[CH:11]3)[cH:29][cH:30][c:31]([C:33]([F:34])([F:35])[F:36])[cH:32]1)([F:37])[F:38].[Na+:40].[OH-:39]>>[F:1][C:2]([c:3]1[c:4]([CH2:5][O:6][c:7]2[cH:8][c:9]([F:28])[c:10]3[c:15]([cH:16]2)[O:14][CH2:13][C:12]([CH2:17][n:18]2[n:19][cH:20][c:21]([C:23](=[O:24])[OH:25])[cH:22]2)=[CH:11]3)[cH:29][cH:30][c:31]([C:33]([F:34])([F:35])[F:36])[cH:32]1)([F:37])[F:38]. Starting materials: (2S,4S) (4-methoxybenzyl)thio-1-(4-nitrobenzyloxycarbonyl)-L-proline, N,N'-carbonyldiimidazole, C(C)#N (acetonitrile), FC(C(=O)O)(F)F.[N+](=O)([O-])C1=CC=C(COC(=O)N=C(N(C)CC(=O)NC2CNC2)NC(=O)OCC2=CC=C(C=C2)[N+](=O)[O-])C=C1 (3-[2-[2,3-di(4-nitrobenzyloxycarbonyl)-1-methylguanidino]acetylamino]azetidine trifluoroacetate). Solvent: O1CCCC1 (tetrahydrofuran). Reaction conditions: time 1 hour. Product: C(C)(C)N(C(C)C)CC (N,N-diisopropylethylamine), compound. RXN SMILES: F[C:2](F)(F)[C:3](O)=O.[N+](C1C=CC(COC(N=C(NC(OCC2C=CC([N+]([O-])=O)=CC=2)=O)N([CH2:23][C:24]([NH:26][CH:27]2[CH2:30]N[CH2:28]2)=O)C)=O)=CC=1)([O-])=O.[C:47](#N)C>O1CCCC1>[CH:27]([N:26]([CH2:2][CH3:3])[CH:24]([CH3:23])[CH3:47])([CH3:30])[CH3:28] |f:0.1|. Procedure details: To a solution of (2S,4S) (4-methoxybenzyl)thio-1-(4-nitrobenzyloxycarbonyl)-L-proline (888 mg) in anhydrous acetonitrile (15 ml), N,N'-carbonyldiimidazole (337 mg) was added, followed by stirring at room temperature for one hour. To the reaction mixture, N,N-diisopropylethylamine (330 μl) and a solution of the compound (1.69 g), which had been obtained in (2), in anhydrous tetrahydrofuran (16 ml) were added. The resulting mixture was treated in a similar manner to that described in Referential E... The reactants are COC(=O)CC1Cc2ccc(OCCNC(=O)OC(C)(C)C)cc2NC1=O, COC(=O)CC1Cc2ccc(OCCCCNC(=O)OC(C)(C)C)cc2N(Cc2ccccc2)C1=O. The product is COC(=O)CC1Cc2ccc(OCCCCN)cc2N(Cc2ccccc2)C1=O. RXN SMILES: [CH3:1][O:2][C:3](=[O:4])[CH2:5][CH:6]1[CH2:7][c:8]2[c:9]([cH:10][c:11]([O:12][CH2:13][CH2:14][NH:15][C:16]([O:17][C:18]([CH3:19])([CH3:20])[CH3:21])=[O:22])[cH:23][cH:24]2)[NH:25][C:26]1=[O:27].[CH3:28][O:29][C:30]([CH2:31][CH:32]1[C:33](=[O:62])[N:34]([CH2:55][c:56]2[cH:57][cH:58][cH:59][cH:60][cH:61]2)[c:35]2[cH:36][c:37]([O:42][CH2:43][CH2:44][CH2:45][CH2:46][NH:47][C:48]([O:49][C:50]([CH3:51])([CH3:52])[CH3:53])=[O:54])[cH:38][cH:39][c:40]2[CH2:41]1)=[O:63]>>[CH3:28][O:29][C:30]([CH2:31][CH:32]1[C:33](=[O:62])[N:34]([CH2:55][c:56]2[cH:57][cH:58][cH:59][cH:60][cH:61]2)[c:35]2[cH:36][c:37]([O:42][CH2:43][CH2:44][CH2:45][CH2:46][NH2:47])[cH:38][cH:39][c:40]2[CH2:41]1)=[O:63]. The reactants are C([C@@H](O)C)(=O)O (L-lactic acid), OCC(CO)(CO)CO (pentaerythritol), [Sn+2] (tin(II)), C(C(=C)CC(=O)O)(=O)O (itaconic acid), C1(CCCCCO1)=O (ε-caprolactone). Reaction conditions: time 26 hour. Product: C(C(O)C)(=O)O.C(C(=C)CC(=O)O)(=O)O.C1(CCCCCO1)=O (lactic acid itaconic acid ε-caprolactone). Reaction SMILES: [C:1]([OH:6])(=[O:5])[C@H:2]([CH3:4])[OH:3].[C:7]([OH:15])(=[O:14])[C:8]([CH2:10][C:11]([OH:13])=[O:12])=[CH2:9].[C:16]1(=[O:23])[O:22][CH2:21][CH2:20][CH2:19][CH2:18][CH2:17]1.OCC(CO)(CO)CO.[Sn+2]>>[C:1]([OH:6])(=[O:5])[CH:2]([CH3:4])[OH:3].[C:7]([OH:15])(=[O:14])[C:8]([CH2:10][C:11]([OH:13])=[O:12])=[CH2:9].[C:16]1(=[O:23])[O:22][CH2:21][CH2:20][CH2:19][CH2:18][CH2:17]1 |f:5.6.7|. Reported procedure: The polymerisation was performed like in Example 1, but the amount of the ingredients were 846.3 g aqueous L-lactic acid (86 mole-%), 66.2 g itaconic acid (6 mole-%), 67.4 g ε-caprolactone (6 mole-%), 20.1 g pentaerythritol (2 mole-%) and 0.39 g tin(II) octoate, and the polymerisation time was 26 hours. The reactants are C(C)(C)(C)OC(CC[C@@H](C(N1CCN(CC1)C1=CC(=CC=C1)C(F)(F)F)=O)N)=O ((S)-4-Amino-5-oxo-5-[4-(3-trifluoromethyl-phenyl)-piperazin-1-yl]-pentanoic acid tert-butyl ester), C=1C=CC2=C(C1)N=NN2O (HOBT), OC1=CC(=NN1C1=CC=CC=C1)C(=O)O (5-Hydroxy-1-phenyl-1H-pyrazole-3-carboxylic acid), CCN(C(C)C)C(C)C (DIPEA). Run in C(C)(=O)OCC (ethyl acetate), CN(C)C=O (DMF). The product is C(C)(C)(C)OC(CC[C@@H](C(N1CCN(CC1)C1=CC(=CC=C1)C(F)(F)F)=O)NC(=O)C1=NN(C(=C1)O)C1=CC=CC=C1)=O ((S)-4-[(5-Hydroxy-1-phenyl-1H-pyrazole-3-carbonyl)-amino]-5-oxo-5-[4-(3-trifluoromethyl-phenyl)piperazin-1-yl]-pentanoic acid tert-butyl ester). The yield is 84.8%. RXN SMILES: [C:1]([O:5][C:6](=[O:29])[CH2:7][CH2:8][C@H:9]([NH2:28])[C:10](=[O:27])[N:11]1[CH2:16][CH2:15][N:14]([C:17]2[CH:22]=[CH:21][CH:20]=[C:19]([C:23]([F:26])([F:25])[F:24])[CH:18]=2)[CH2:13][CH2:12]1)([CH3:4])([CH3:3])[CH3:2].C1C=CC2N(O)N=NC=2C=1.[OH:40][C:41]1[N:45]([C:46]2[CH:51]=[CH:50][CH:49]=[CH:48][CH:47]=2)[N:44]=[C:43]([C:52](O)=[O:53])[CH:42]=1.CCN(C(C)C)C(C)C>CN(C=O)C.C(OCC)(=O)C>[C:1]([O:5][C:6](=[O:29])[CH2:7][CH2:8][C@H:9]([NH:28][C:52]([C:43]1[CH:42]=[C:41]([OH:40])[N:45]([C:46]2[CH:47]=[CH:48][CH:49]=[CH:50][CH:51]=2)[N:44]=1)=[O:53])[C:10](=[O:27])[N:11]1[CH2:16][CH2:15][N:14]([C:17]2[CH:22]=[CH:21][CH:20]=[C:19]([C:23]([F:25])([F:26])[F:24])[CH:18]=2)[CH2:13][CH2:12]1)([CH3:4])([CH3:2])[CH3:3]. Procedure details: To 2.2 g of (S)-4-Amino-5-oxo-5-[4-(3-trifluoromethyl-phenyl)-piperazin-1-yl]-pentanoic acid tert-butyl ester in 30 ml of DMF, 892 mg of HOBT, 1.08 g of 5-Hydroxy-1-phenyl-1H-pyrazole-3-carboxylic acid 1.12 g EDC Hydrochlorid and 1.90 ml DIPEA was added. After 3 h at RT the mixture was diluted with ethyl acetate and washed with saturated sodium hydrogen carbonate solution. Drying of the organic layer over sodium sulfate and evaporation under reduced pressure afforded a brownish powder that was p... Reaction SMILES: [NH2:1][C:2]([NH2:4])=[S:3].[Cl:5][CH2:6][C:7]([O:9][CH2:10][C:11]1[CH:16]=[CH:15][CH:14]=[CH:13][CH:12]=1)=[O:8]>CC(C)=O>[Cl-:5].[CH2:10]([O:9][C:7]([CH2:6][S:3][C:2]([NH2:4])=[NH2+:1])=[O:8])[C:11]1[CH:16]=[CH:15][CH:14]=[CH:13][CH:12]=1 |f:3.4|. Yield: 90.0%. Procedure: 7.6 g (0.1 mol) of thiourea were dissolved in 50 ml of acetone. 18.5 g (0.1 mol) of benzyl chloroacetate were added dropwise and the mixture was heated at the boil for two hours. After cooling down to room temperature, the precipitated product was filtered off and washed with diethyl ether. Drying left 23.5 g (corresponding to a yield of 90%) of the title compound in the form of colorless crystals. The product was more than 99% pure. Starting materials: NC(=S)N (thiourea), ClCC(=O)OCC1=CC=CC=C1 (benzyl chloroacetate). Run in CC(=O)C (acetone). Yields the product [Cl-].C(C1=CC=CC=C1)OC(=O)CSC(=[NH2+])N (2-(benzyloxycarbonylmethyl)thiouronium chloride). Starting materials: B(Br)(Br)Br (boron tribromide), ice, COC1=CC2=C(SC(=C2)C#N)C=C1OC (5,6-Dimethoxy-benzo[b]thiophene-2-carbonitrile), resultant suspension. The solvent is ClCCl (dichloromethane), ClCCl (dichloromethane). Conditions: temperature -70 celsius. Yields the product OC1=CC2=C(SC(=C2)C#N)C=C1O (5,6-dihydroxy-benzo[b]thiophene-2-carbonitrile). The yield is 95.6%. Reaction SMILES: C[O:2][C:3]1[C:13]([O:14]C)=[CH:12][C:6]2[S:7][C:8]([C:10]#[N:11])=[CH:9][C:5]=2[CH:4]=1.B(Br)(Br)Br>ClCCl>[OH:2][C:3]1[C:13]([OH:14])=[CH:12][C:6]2[S:7][C:8]([C:10]#[N:11])=[CH:9][C:5]=2[CH:4]=1. Procedure details: 5,6-Dimethoxy-benzo[b]thiophene-2-carbonitrile (9.0 g) was dissolved in dichloromethane (135 ml) and the solution was stirred and cooled to -70° C. and treated at a rapid dropwise rate with a cold solution of boron tribromide (19.5 ml) in dichloromethane (60 ml). The resultant suspension was stirred at room temperature for 1 h. then poured into ice-cold water (1000 ml). The light coloured solid was filtered, dried, dissolved in acetone:hexane (1:1) then eluted through coarse silica (0.2-0.5 mm, ...